This data is from the Open Reaction Database (ORD), a public repository of structured organic reaction records. The task is: describe an organic reaction: reactants, conditions, products, and yield Starting materials: Cl.BrCCCCOC1CCNCC1 (4-(4-Brom-butoxy)-piperidine hydrogen chloride), ClC(=O)OCC(C)C (isobutyl chloroformate), C(C)NCCO (2-ethylamino-ethanol). The product is C(C(C)C)OC(=O)N1CCC(CC1)OCCCCN(CCO)CC (4-{4-[Ethyl-(2-hydroxy-ethyl)-amino]-butoxy}-piperidine-1-carboxylic acid isobutyl ester). Reaction SMILES: Cl.Br[CH2:3][CH2:4][CH2:5][CH2:6][O:7][CH:8]1[CH2:13][CH2:12][NH:11][CH2:10][CH2:9]1.Cl[C:15]([O:17][CH2:18][CH:19]([CH3:21])[CH3:20])=[O:16].[CH2:22]([NH:24][CH2:25][CH2:26][OH:27])[CH3:23]>>[CH2:18]([O:17][C:15]([N:11]1[CH2:12][CH2:13][CH:8]([O:7][CH2:6][CH2:5][CH2:4][CH2:3][N:24]([CH2:22][CH3:23])[CH2:25][CH2:26][OH:27])[CH2:9][CH2:10]1)=[O:16])[CH:19]([CH3:21])[CH3:20] |f:0.1|. Procedure: In analogy to example 1.4 and 1.5, reaction of 4-(4-Brom-butoxy)-piperidine hydrogen chloride with isobutyl chloroformate and 2-ethylamino-ethanol yielded 4-{4-[Ethyl-(2-hydroxy-ethyl)-amino]-butoxy}-piperidine-1-carboxylic acid isobutyl ester, MS: 345 (MH+).